Dataset: the Open Reaction Database (ORD), a public repository of structured organic reaction records. Task: describe an organic reaction: reactants, conditions, products, and yield The reactants are CS(C)=O, CCN(C(C)C)C(C)C, O=C(Cl)C(=O)Cl, ClCCl, CN1C(=O)CC(c2ccccc2)C1CO. The product is CN1C(=O)CC(c2ccccc2)C1C=O. Reaction SMILES: [CH3:7][S:8](=[O:9])[CH3:10].[CH:26]([N:27]([CH2:28][CH3:29])[CH:30]([CH3:31])[CH3:32])([CH3:33])[CH3:34].[Cl:1][C:2]([C:3]([Cl:4])=[O:5])=[O:6].[Cl:35][CH2:36][Cl:37].[OH:11][CH2:12][CH:13]1[CH:14]([c:20]2[cH:21][cH:22][cH:23][cH:24][cH:25]2)[CH2:15][C:16](=[O:19])[N:17]1[CH3:18]>>[O:11]=[CH:12][CH:13]1[CH:14]([c:20]2[cH:21][cH:22][cH:23][cH:24][cH:25]2)[CH2:15][C:16](=[O:19])[N:17]1[CH3:18]. Reactants: Nc1cc(Cl)nc(Cl)c1, [Na+], [OH-], O=[N+]([O-])O, O=S(=O)(O)O. Yields the product Nc1cc(Cl)nc(Cl)c1[N+](=O)[O-]. As a reaction SMILES: [NH2:1][c:2]1[cH:3][c:4]([Cl:9])[n:5][c:6]([Cl:8])[cH:7]1.[Na+:15].[OH-:14].[OH:10][N+:11]([O-:12])=[O:13].[S:16](=[O:17])(=[O:18])([OH:19])[OH:20]>>[NH2:1][c:2]1[c:3]([N+:11](=[O:10])[O-:12])[c:4]([Cl:9])[n:5][c:6]([Cl:8])[cH:7]1. The reactants are C1(CCCCC1)C(=O)NC(=O)NC1CCN(CC1)CC(=O)C1COC2=C(O1)C=CC=C2 (1-Cyclohexylcarbonyl-3-[1-(2-[1,4-benzodioxan-2-yl]-2-oxoethyl)piperid-4-yl]urea), [BH4-].[Na+] (sodium borohydride), C1(CCCCC1)C(=O)NC(=O)NC1CCNCC1 (1-cyclohexylcarbonyl-3-(piperid-4-yl)urea), BrCC(=O)C1COC2=C(O1)C=CC=C2 (2 -bromoacetyl-1,4-benzodioxan). The solvent is CN(C)C=O.CCN(CC)CC (DMF Et3N), [OH-].[Na+] (sodium hydroxide). Yields the product C1(CCCCC1)C(=O)NC(=O)NC1CCN(CC1)CC(O)C1COC2=C(O1)C=CC=C2 (1-Cyclohexylcarbonyl-3-[1-(2-[1,4-benzodioxan-2-yl]-2-hydroxyethyl)piperid-4-yl]urea). As a reaction SMILES: [CH:1]1([C:7]([NH:9][C:10]([NH:12][CH:13]2[CH2:18][CH2:17][N:16]([CH2:19][C:20]([CH:22]3[O:27][C:26]4[CH:28]=[CH:29][CH:30]=[CH:31][C:25]=4[O:24][CH2:23]3)=[O:21])[CH2:15][CH2:14]2)=[O:11])=[O:8])[CH2:6][CH2:5][CH2:4][CH2:3][CH2:2]1.C1(C(NC(NC2CCNCC2)=O)=O)CCCCC1.BrCC(C1OC2C=CC=CC=2OC1)=O.[BH4-].[Na+]>CN(C=O)C.CCN(CC)CC.[OH-].[Na+]>[CH:1]1([C:7]([NH:9][C:10]([NH:12][CH:13]2[CH2:14][CH2:15][N:16]([CH2:19][CH:20]([CH:22]3[O:27][C:26]4[CH:28]=[CH:29][CH:30]=[CH:31][C:25]=4[O:24][CH2:23]3)[OH:21])[CH2:17][CH2:18]2)=[O:11])=[O:8])[CH2:6][CH2:5][CH2:4][CH2:3][CH2:2]1 |f:3.4,5.6,7.8|. Reported procedure: 1-Cyclohexylcarbonyl-3-[1-(2-[1,4-benzodioxan-2-yl]-2-oxoethyl)piperid-4-yl]urea, prepared by reacting 1-cyclohexylcarbonyl-3-(piperid-4-yl)urea with 2 -bromoacetyl-1,4-benzodioxan in DMF/Et3N, may be reduced using sodium borohydride in 2 N sodium hydroxide to give the title compound. Reactants: CCCC(C)C (iso-hexane), BrC=1N=C(C(=NC1)N)Cl (5-Bromo-3-chloro-pyrazin-2-ylamine), CC1=C(C=C(C=C1)S(=O)(=O)N1CCOCC1)B(O)O (2-methyl-5-(N-morpholinylsulfonyl)phenylboronic acid), C(=O)([O-])[O-].[Na+].[Na+] (Na2CO3). Solvent: C(C)(=O)OCC (ethyl acetate), C(Cl)Cl (DCM), COCCOC (DME), C(Cl)Cl (DCM). Product: ClC=1C(=NC=C(N1)C1=C(C=CC(=C1)S(=O)(=O)N1CCOCC1)C)N (3-Chloro-5-[2-methyl-5-(morpholine-4-sulfonyl)-phenyl]-pyrazin-2-ylamine). As a reaction SMILES: Br[C:2]1[N:3]=[C:4]([Cl:9])[C:5]([NH2:8])=[N:6][CH:7]=1.[CH3:10][C:11]1[CH:16]=[CH:15][C:14]([S:17]([N:20]2[CH2:25][CH2:24][O:23][CH2:22][CH2:21]2)(=[O:19])=[O:18])=[CH:13][C:12]=1B(O)O.C([O-])([O-])=O.[Na+].[Na+].CCCC(C)C>C(Cl)Cl.C(OCC)(=O)C.COCCOC>[Cl:9][C:4]1[C:5]([NH2:8])=[N:6][CH:7]=[C:2]([C:12]2[CH:13]=[C:14]([S:17]([N:20]3[CH2:25][CH2:24][O:23][CH2:22][CH2:21]3)(=[O:19])=[O:18])[CH:15]=[CH:16][C:11]=2[CH3:10])[N:3]=1 |f:2.3.4|. Reported procedure: 5-Bromo-3-chloro-pyrazin-2-ylamine (0.600 g, 2.88 mmol), 2-methyl-5-(N-morpholinylsulfonyl)phenylboronic acid (0.821 g, 2.88 mmol), 1,1′BIS(Diphenylphosphino-ferrocene)dichloropalladium (II) complex with DCM (0.118 g, 0.14 mmol), 2N Na2CO3 (aq.) (5 ml) and DME (15 ml) are stirred together at 100° C. for 1 hour. Product is purified by reverse phase chromatography and evaporation of the clean fractions yields a cream solid. The solid is dissolved in DCM (100 ml) and washed with 2N NaOH (aq.) (50 m... The reactants are COc1cccc2c1COC2=O, C[O-], CCOC(C)=O, CO, O=Cc1c(Cl)cccc1Cl, [Na+]. Product: COc1cccc2c1C(=O)C(c1c(Cl)cccc1Cl)C2=O. Reaction SMILES: [CH3:11][O:12][c:13]1[c:14]2[c:19]([cH:20][cH:21][cH:22]1)[C:17](=[O:18])[O:16][CH2:15]2.[CH3:23][O-:24].[CH3:26][CH2:27][O:28][C:29](=[O:30])[CH3:31].[CH3:32][OH:33].[Cl:1][c:2]1[c:3]([CH:4]=[O:5])[c:6]([Cl:10])[cH:7][cH:8][cH:9]1.[Na+:25]>>[Cl:1][c:2]1[c:3]([CH:4]2[C:15](=[O:16])[c:14]3[c:13]([O:12][CH3:11])[cH:22][cH:21][cH:20][c:19]3[C:17]2=[O:18])[c:6]([Cl:10])[cH:7][cH:8][cH:9]1. Procedure details: Prepared as in Example 1 from 2-(2-ethyl-benzoyl)benzo-[b]thiophen-3-ol, phosphorus(V) chloride and an aqueous 25% ethylamine solution with a yield of 2% of theory. M.p. 76°-77° C. (diisopropyl ether/petroleum ether 1:2). The reactants are diisopropyl ether petroleum ether, C(C)C1=C(C(=O)C2=C(C3=C(S2)C=CC=C3)O)C=CC=C1 (2-(2-ethyl-benzoyl)benzo-[b]thiophen-3-ol), P(Cl)(Cl)(Cl)(Cl)Cl (phosphorus(V) chloride), C(C)N (ethylamine). RXN SMILES: [CH2:1]([C:3]1[CH:20]=[CH:19][CH:18]=[CH:17][C:4]=1[C:5]([C:7]1[S:11][C:10]2[CH:12]=[CH:13][CH:14]=[CH:15][C:9]=2[C:8]=1[OH:16])=O)[CH3:2].P(Cl)(Cl)(Cl)(Cl)Cl.[CH2:27]([NH2:29])[CH3:28]>>[CH2:27]([NH:29]/[C:5](/[C:4]1[CH:17]=[CH:18][CH:19]=[CH:20][C:3]=1[CH2:1][CH3:2])=[C:7]1\[C:8](=[O:16])[C:9]2[CH:15]=[CH:14][CH:13]=[CH:12][C:10]=2[S:11]\1)[CH3:28]. Isolated yield 2.0%. The product is C(C)N\C(=C\1/C(C2=C(S1)C=CC=C2)=O)\C2=C(C=CC=C2)CC ((E)-2-{[(Ethyl)amino]-(2-ethyl-phenyl)methylene}-benzo[b]-thiophen-3(2H)-one).